describe an organic reaction: reactants, conditions, products, and yield From a dataset of the Open Reaction Database (ORD), a public repository of structured organic reaction records. Starting materials: C=C(C)C=1N=CC(=NC1)O[C@@H]1C[C@@H]2N(CCN(C2)C(=O)OC(C)(C)C)C1 (tert-butyl (7R,8aS)-7-{[5-(prop-1-en-2-yl)pyrazin-2-yl]oxy}hexahydropyrrolo[1,2-a]pyrazine-2(1H)-carboxylate), Cl (HCl). Solvent: O1CCOCC1 (1,4-dioxane), O1CCOCC1 (1,4-dioxane). Run at time 3 hour. The product is Cl.C=C(C)C=1N=CC(=NC1)O[C@@H]1C[C@@H]2N(CCNC2)C1 ((7R,8aS)-7-{[5-(prop-1-en-2-yl)pyrazin-2-yl]oxy}octahydropyrrolo[1,2-a]-pyrazine hydrochloride). Reaction SMILES: [CH2:1]=[C:2]([C:4]1[N:5]=[CH:6][C:7]([O:10][C@H:11]2[CH2:26][N:14]3[CH2:15][CH2:16][N:17](C(OC(C)(C)C)=O)[CH2:18][C@@H:13]3[CH2:12]2)=[N:8][CH:9]=1)[CH3:3].[ClH:27]>O1CCOCC1>[ClH:27].[CH2:1]=[C:2]([C:4]1[N:5]=[CH:6][C:7]([O:10][C@H:11]2[CH2:26][N:14]3[CH2:15][CH2:16][NH:17][CH2:18][C@@H:13]3[CH2:12]2)=[N:8][CH:9]=1)[CH3:3] |f:3.4|. Procedure details: To a solution of the product from Example 202B (100 mg, 0.277 mmol) in 1,4-dioxane (1 mL) was added 4 N HCl in 1,4-dioxane (1 mL, 4.00 mmol). The resulting mixture was stirred at ambient temperature for 3 hours, and the mixture was then concentrated to give the title compound as an off-white solid (82 mg, quantitative). Starting materials: BrC1=CC(=C(C=C1)F)I (4-bromo-1-fluoro-2-iodobenzene), S(N)(=O)(=O)C1=CC=C(C=C1)B(O)O (4-sulfamoyl-phenylboronic acid), O1CCOCC1.O (dioxane H2O), C(=O)([O-])[O-].[Na+].[Na+] (Na2CO3). Reagents/catalysts: C1=CC=C(C=C1)P([C-]2C=CC=C2)C3=CC=CC=C3.C1=CC=C(C=C1)P([C-]2C=CC=C2)C3=CC=CC=C3.Cl[Pd]Cl.[Fe+2] ([1,1′-Bis(diphenylphosphino)-ferrocene]dichloropalladium(II)). The solvent is CCOC(=O)C (EtOAc), O (water). Reaction conditions: temperature 120 celsius. Product: BrC=1C=CC(=C(C1)C1=CC=C(C=C1)S(=O)(=O)N)F (5′-Bromo-2′-fluorobiphenyl-4-sulfonamide). Isolated yield 55.0%. RXN SMILES: [Br:1][C:2]1[CH:7]=[CH:6][C:5]([F:8])=[C:4](I)[CH:3]=1.[S:10]([C:14]1[CH:19]=[CH:18][C:17](B(O)O)=[CH:16][CH:15]=1)(=[O:13])(=[O:12])[NH2:11].O1CCOCC1.O.C([O-])([O-])=O.[Na+].[Na+]>CCOC(C)=O.O.C1C=CC(P(C2C=CC=CC=2)[C-]2C=CC=C2)=CC=1.C1C=CC(P(C2C=CC=CC=2)[C-]2C=CC=C2)=CC=1.Cl[Pd]Cl.[Fe+2]>[Br:1][C:2]1[CH:7]=[CH:6][C:5]([F:8])=[C:4]([C:17]2[CH:18]=[CH:19][C:14]([S:10]([NH2:11])(=[O:13])=[O:12])=[CH:15][CH:16]=2)[CH:3]=1 |f:2.3,4.5.6,9.10.11.12|. Procedure details: To 4-bromo-1-fluoro-2-iodobenzene (361 mg, 1.2 mmol) and 4-sulfamoyl-phenylboronic acid (240 mg, 1.20 mmol) in 4:1 dioxane/H2O (5 mL) was added Na2CO3 (382 mg, 3.60 mmol) and [1,1′-Bis(diphenylphosphino)-ferrocene]dichloropalladium(II) (34.3 mg, 0.042 mmol). The reaction was heated under microwave irradiation at 120° C. for 15 minutes, cooled and diluted with EtOAc and water. The aqueous layer was extracted with EtOAc and the combined organic layers dried over Na2SO4. The solvent was removed in ...